Dataset: the Open Reaction Database (ORD), a public repository of structured organic reaction records. Task: describe an organic reaction: reactants, conditions, products, and yield Starting materials: CC(NC(=O)OC(C)(C)C)C(=O)O, COC(=O)C(Cc1ccccc1)NC(=O)C(C)N, COC(=O)C(N)Cc1ccccc1, CO, ClC(Cl)Cl, Cl, Cl, Cl, O=C(O)Cc1ccccn1. Product: COC(=O)C(Cc1ccccc1)NC(=O)C(C)NC(=O)Cc1ccccn1. RXN SMILES: [C:31]([NH:32][CH:33]([C:34]([OH:35])=[O:36])[CH3:37])([O:38][C:39]([CH3:40])([CH3:41])[CH3:42])=[O:43].[CH3:13][O:14][C:15]([CH:16]([NH:17][C:18]([CH:19]([NH2:20])[CH3:21])=[O:22])[CH2:23][c:24]1[cH:25][cH:26][cH:27][cH:28][cH:29]1)=[O:30].[CH3:45][O:46][C:47](=[O:48])[CH:49]([CH2:50][c:51]1[cH:52][cH:53][cH:54][cH:55][cH:56]1)[NH2:57].[CH3:58][OH:59].[Cl:60][CH:61]([Cl:62])[Cl:63].[ClH:12].[ClH:1].[ClH:44].[n:2]1[c:3]([CH2:8][C:9](=[O:10])[OH:11])[cH:4][cH:5][cH:6][cH:7]1>>[n:2]1[c:3]([CH2:8][C:9](=[O:11])[NH:20][CH:19]([C:18]([NH:17][CH:16]([C:15]([O:14][CH3:13])=[O:30])[CH2:23][c:24]2[cH:25][cH:26][cH:27][cH:28][cH:29]2)=[O:22])[CH3:21])[cH:4][cH:5][cH:6][cH:7]1. Starting materials: CCOC(=O)c1nc(N2CCCCS2(=O)=O)n(C)c(=O)c1OC, CCO, Cl, [Na+], [OH-]. The product is COc1c(C(=O)O)nc(N2CCCCS2(=O)=O)n(C)c1=O. RXN SMILES: [CH2:1]([CH3:2])[O:3][C:4](=[O:5])[c:6]1[n:7][c:8]([N:16]2[S:17](=[O:22])(=[O:23])[CH2:18][CH2:19][CH2:20][CH2:21]2)[n:9]([CH3:15])[c:10](=[O:14])[c:11]1[O:12][CH3:13].[CH3:27][CH2:28][OH:29].[ClH:26].[Na+:25].[OH-:24]>>[O:3]=[C:4]([OH:5])[c:6]1[n:7][c:8]([N:16]2[S:17](=[O:22])(=[O:23])[CH2:18][CH2:19][CH2:20][CH2:21]2)[n:9]([CH3:15])[c:10](=[O:14])[c:11]1[O:12][CH3:13].